This data is from the Open Reaction Database (ORD), a public repository of structured organic reaction records. The task is: describe an organic reaction: reactants, conditions, products, and yield Starting materials: [N+](=O)([O-])C1=CC=C(C=C1)OC([C@@H](NC(=O)OCC1=CC=CC=C1)CC1=CC=CC=C1)=O (N-benzyloxycarbonyl-L-phenylalanine p-nitrophenyl ester), CN (methylamine). Solvent: C(Cl)Cl (DCM), C(C)O (ethanol), C(Cl)Cl (DCM). Conditions: time 0.5 hour. Product: CNC([C@@H](NC(=O)OCC1=CC=CC=C1)CC1=CC=CC=C1)=O (N-benzyloxycarbonyl-L-phenylalanine methylamide). The yield is 80.7%. Reaction SMILES: [N+](C1C=CC(O[C:11](=[O:31])[C@H:12]([CH2:24][C:25]2[CH:30]=[CH:29][CH:28]=[CH:27][CH:26]=2)[NH:13][C:14]([O:16][CH2:17][C:18]2[CH:23]=[CH:22][CH:21]=[CH:20][CH:19]=2)=[O:15])=CC=1)([O-])=O.[CH3:32][NH2:33]>C(Cl)Cl.C(O)C>[CH3:32][NH:33][C:11](=[O:31])[C@H:12]([CH2:24][C:25]1[CH:26]=[CH:27][CH:28]=[CH:29][CH:30]=1)[NH:13][C:14]([O:16][CH2:17][C:18]1[CH:19]=[CH:20][CH:21]=[CH:22][CH:23]=1)=[O:15]. Reported procedure: To a stirred solution of N-benzyloxycarbonyl-L-phenylalanine p-nitrophenyl ester (5.0 g, 11.9 mmol) in DCM at 0° C. was slowly added a solution of 8M methylamine (1.5 ml, 11.9 mmol) in ethanol. The reaction immediately turned bright yellow and was stirred for 0.5 h. The reaction was diluted with DCM (50 ml), washed with 10% sodium carbonate (1×50 ml), brine (2×50 ml) and dried over anhydrous magnesium sulphate. Filtration and evaporation gave a white residue which was crystallised from ethyl ace... Reactants: COC(=O)C1=CC2=C(S1)SC(=C2)C(=O)C=2C=C(C=CC2)C(C(=O)OC)CCCC (Methyl 2-{3-(5-methoxycarbonyl-thieno[2,3-b]thien-2-yl)carbonyl-phenyl}hexanoate), C (charcoal). Solvent: [OH-].[K+] (potassium hydroxide). Reaction conditions: temperature 20 celsius, time 17 hour. Yields the product C(=O)(O)C1=CC2=C(S1)SC(=C2)C(=O)C=2C=C(C=CC2)C(C(=O)O)CCCC (2-{3-(5-carboxy-thieno[2,3-b]thien-2-yl)carbonyl-phenyl}hexanoic acid). Yield: 102.6%. Reaction SMILES: C[O:2][C:3]([C:5]1[S:9][C:8]2[S:10][C:11]([C:13]([C:15]3[CH:16]=[C:17]([CH:21]([CH2:26][CH2:27][CH2:28][CH3:29])[C:22]([O:24]C)=[O:23])[CH:18]=[CH:19][CH:20]=3)=[O:14])=[CH:12][C:7]=2[CH:6]=1)=[O:4].C>[OH-].[K+]>[C:3]([C:5]1[S:9][C:8]2[S:10][C:11]([C:13]([C:15]3[CH:16]=[C:17]([CH:21]([CH2:26][CH2:27][CH2:28][CH3:29])[C:22]([OH:24])=[O:23])[CH:18]=[CH:19][CH:20]=3)=[O:14])=[CH:12][C:7]=2[CH:6]=1)([OH:4])=[O:2] |f:2.3|. Procedure details: Methyl 2-{3-(5-methoxycarbonyl-thieno[2,3-b]thien-2-yl)carbonyl-phenyl}hexanoate (29.6 g), suspended in a mixture of potassium hydroxide pellets (15.5 g), distilled water (50 cc) and ethanol (100 cc), is stirred for 17 hours at a temperature of about 20° C. The solvents are distilled off under reduced pressure (30 mm Hg) at 40°-50° C. and the residue is dissolved in distilled water (150 cc). The solution obtained is stirred with decolourizing charcoal (0.5 g), filtered and acidified to pH 1 by t...